Dataset: the Open Reaction Database (ORD), a public repository of structured organic reaction records. Task: describe an organic reaction: reactants, conditions, products, and yield Starting materials: [BH4-].[Na+] (sodium borohydride), [Na] (sodium), F[B-](F)(F)F.C[O+](C)C (trimethyloxonium tetrafluoroborate), [Si](C1=CC=CC=C1)(C1=CC=CC=C1)(C(C)(C)C)OCCCCC(=CCC1SCCCS1)F (1-(t-butyldiphenylsilyoxy)-7-(1,3-dithia-2-cyclohexyl)-5-fluoro-5-heptene), C([O-])([O-])=O.[Ca+2] (calcium carbonate). Solvent: CC(=O)C (acetone), C(Cl)Cl (methylene chloride), O (water), CC(=O)C (acetone), C(C)(=O)O (acetic acid), C(C)O (ethanol). Conditions: time 1 hour. Product: [Si](C1=CC=CC=C1)(C1=CC=CC=C1)(C(C)(C)C)OCCCCC(=CCCO)F (8-(t-butyldiphenylsilyloxy)-4-fluoro-3-octenol). Yield: 68.3%. Reaction SMILES: F[B-](F)(F)F.C[O+:7]([CH3:9])C.[Si:10]([O:27][CH2:28][CH2:29][CH2:30][CH2:31][C:32]([F:41])=[CH:33][CH2:34]C1SCCCS1)([C:23]([CH3:26])([CH3:25])[CH3:24])([C:17]1[CH:22]=[CH:21][CH:20]=[CH:19][CH:18]=1)[C:11]1[CH:16]=[CH:15][CH:14]=[CH:13][CH:12]=1.C(=O)([O-])[O-].[Ca+2].[BH4-].[Na+].[Na]>C(Cl)Cl.C(O)C.C(O)(=O)C.CC(C)=O.O>[Si:10]([O:27][CH2:28][CH2:29][CH2:30][CH2:31][C:32]([F:41])=[CH:33][CH2:34][CH2:9][OH:7])([C:23]([CH3:25])([CH3:26])[CH3:24])([C:17]1[CH:18]=[CH:19][CH:20]=[CH:21][CH:22]=1)[C:11]1[CH:12]=[CH:13][CH:14]=[CH:15][CH:16]=1 |f:0.1,3.4,5.6,^1:48|. Procedure: To a suspension of trimethyloxonium tetrafluoroborate (0.44 g, 2.97 mmoles) in dry methylene chloride (15 ml) was added at room temperature the dithialane prepared in 1I (1.45 g, 2.97 mmoles) and the mixture was stirred for 1 hr. Then a 9:1 mixture of acetone and water (5 ml) containing calcium carbonate (0.6 g, 5.94 mmoles) was added and the mixture was stirred overnight at room temperature. The precipitate was filtered off and after dilution with saturated brine the mixture was extacted three ... Starting materials: [Al+3], [H-], [H-], [H-], [H-], [Li+], [Na+], O=C(O)CC1Cc2ccccc2O1, C1CCOC1, [OH-], O. Yields the product OCCC1Cc2ccccc2O1. RXN SMILES: [Al+3:15].[H-:14].[H-:17].[H-:18].[H-:19].[Li+:16].[Na+:22].[O:1]1[CH:2]([CH2:10][C:11](=[O:12])[OH:13])[CH2:3][c:4]2[c:5]1[cH:6][cH:7][cH:8][cH:9]2.[O:23]1[CH2:24][CH2:25][CH2:26][CH2:27]1.[OH-:21].[OH2:20]>>[O:1]1[CH:2]([CH2:10][CH2:11][OH:12])[CH2:3][c:4]2[c:5]1[cH:6][cH:7][cH:8][cH:9]2. Reactants: CS(C)=O, CN=C=O, CCOC(=O)c1c2ccc(CC(=O)NO)ccc-2c(C(=O)OCC)c1N, O. Yields the product CCOC(=O)c1c2ccc(CC(=O)NOC(=O)NC)ccc-2c(C(=O)OCC)c1N. As a reaction SMILES: [CH3:27][S:28](=[O:29])[CH3:30].[CH3:31][N:32]=[C:33]=[O:34].[NH2:1][c:2]1[c:3]([C:22](=[O:23])[O:24][CH2:25][CH3:26])[c:4]2[cH:5][cH:6][c:7]([CH2:17][C:18]([NH:19][OH:20])=[O:21])[cH:8][cH:9][c:10]-2[c:11]1[C:12](=[O:13])[O:14][CH2:15][CH3:16].[OH2:35]>>[NH2:1][c:2]1[c:3]([C:22](=[O:23])[O:24][CH2:25][CH3:26])[c:4]2[cH:5][cH:6][c:7]([CH2:17][C:18]([NH:19][O:20][C:33]([NH:32][CH3:31])=[O:34])=[O:21])[cH:8][cH:9][c:10]-2[c:11]1[C:12](=[O:13])[O:14][CH2:15][CH3:16]. The reactants are O([Na])C (NaOCH3), NO (hydroxylamine), ClC1=C(C=CC(=C1)N1N=CC(NC1=O)=O)C(C#N)C1=CC=C(C=C1)Cl (2-chloro-α-(4-chlorophenyl)-4-(4,5-dihydro-3,5-dioxo-1,2,4-triazin-2-(3H)-yl)benzeneacetonitrile). Solvent: C(C)O (ethanol), C(C)O (ethanol). Conditions: time 15 minute. The product is ClC1=C(C=CC(=C1)N1N=CC(NC1=O)=O)C(C(N)=NO)C1=CC=C(C=C1)Cl ((±)-2-chloro-α-(4-chlorophenyl)-4-(4,5-dihydro-3,5-dioxo-1,2,4-triazin-2(3H)-yl)-N′-hydroxybenzeneethanimidamide). The yield is 92.5%. RXN SMILES: O(C)[Na].[NH2:4][OH:5].[Cl:6][C:7]1[CH:12]=[C:11]([N:13]2[C:18](=[O:19])[NH:17][C:16](=[O:20])[CH:15]=[N:14]2)[CH:10]=[CH:9][C:8]=1[CH:21]([C:24]1[CH:29]=[CH:28][C:27]([Cl:30])=[CH:26][CH:25]=1)[C:22]#[N:23]>C(O)C>[Cl:6][C:7]1[CH:12]=[C:11]([N:13]2[C:18](=[O:19])[NH:17][C:16](=[O:20])[CH:15]=[N:14]2)[CH:10]=[CH:9][C:8]=1[CH:21]([C:24]1[CH:25]=[CH:26][C:27]([Cl:30])=[CH:28][CH:29]=1)[C:22](=[N:4][OH:5])[NH2:23]. Procedure details: NaOCH3 (0.189 mol; 30% in CH3OH) was added to a solution of hydroxylamine (0.189 mol) in ethanol (105 ml) The mixture was stirred at RT for 15 minutes and then filtered. The filtrate was added to a mixture of 2-chloro-α-(4-chlorophenyl)-4-(4,5-dihydro-3,5-dioxo-1,2,4-triazin-2-(3H)-yl)benzeneacetonitrile (0.054 mol) in ethanol (55 ml). The mixture was stirred at 60° C. for 1 hour, stirred and refluxed for 2 hours and stirred at RT overnight. The solvent was evaporated. The residue was taken up i... Reactants: ClC=1C=C(C=C(C1)OC=1C=NC=NC1)NC(OC(C)(C)C)=O (tert-Butyl 3-chloro-5-(pyrimidin-5-yloxy)phenylcarbamate), [OH-].[Na+] (NaOH). Run in Cl (HCl), O1CCOCC1 (dioxane). The product is ClC=1C=C(N)C=C(C1)OC=1C=NC=NC1 (3-chloro-5-(pyrimidin-5-yloxy)aniline). Isolated yield 87.2%. RXN SMILES: [Cl:1][C:2]1[CH:3]=[C:4]([NH:15]C(=O)OC(C)(C)C)[CH:5]=[C:6]([O:8][C:9]2[CH:10]=[N:11][CH:12]=[N:13][CH:14]=2)[CH:7]=1.[OH-].[Na+]>Cl.O1CCOCC1>[Cl:1][C:2]1[CH:3]=[C:4]([CH:5]=[C:6]([O:8][C:9]2[CH:14]=[N:13][CH:12]=[N:11][CH:10]=2)[CH:7]=1)[NH2:15] |f:1.2|. Procedure: Compound 8 (48 mg, 0.15 mmol, 1.0 eq) was dissolved in 4N HCl in dioxane (0.75 mL) and stirred at room temperature until determination of completion by TLC. The reaction was neutralized with 1N NaOH and extracted with EtOAc (3×). The combined organics were dried (MgSO4), filtered and concentrated in vacuo to give 29 mg (88%) of an orange solid: 1H NMR (400 MHz, DMSO-d6) δ 9.03 (s, 1H), 8.67 (s, 2H), 6.55 (s, 1H), 6.42 (s, 1H), 6.30 (s, 1H); ES-MS [M+1]+: 222.0. Reactants: BrCC1=CC(=NC=C1)C(=O)OC (methyl 4-(bromomethyl)picolinate), [N-]=[N+]=[N-].[Na+] (sodium azide). Solvent: CO (methanol), O (water). Yields the product N(=[N+]=[N-])CC1=CC(=NC=C1)C(=O)OC (methyl 4-(azidomethyl)picolinate). The yield is 95.9%. Reaction SMILES: Br[CH2:2][C:3]1[CH:8]=[CH:7][N:6]=[C:5]([C:9]([O:11][CH3:12])=[O:10])[CH:4]=1.[N-:13]=[N+:14]=[N-:15].[Na+]>CO.O>[N:13]([CH2:2][C:3]1[CH:8]=[CH:7][N:6]=[C:5]([C:9]([O:11][CH3:12])=[O:10])[CH:4]=1)=[N+:14]=[N-:15] |f:1.2|. Procedure details: To solution of methyl 4-(bromomethyl)picolinate (350 mg, 1.52 mmol) in methanol (5 mL) was added a solution of sodium azide (198 mg, 3.04 mmol) in water (0.5 mL). The mixture was heated to reflux for 2 hours, then was concentrated. The resulting residue was dissolved in EtOAc (10 mL) and water (10 mL). The organic layer was separated, dried over MgSO4, filtered and concentrated to give methyl 4-(azidomethyl)picolinate (280 mg).